describe an organic reaction: reactants, conditions, products, and yield From a dataset of the Open Reaction Database (ORD), a public repository of structured organic reaction records. Reactants: NC=1SC(=CN1)C1CCC1 (2-amino-5-cyclobutyl thiazole), C(C)(C)N(CC)C(C)C (diisopropylethylamine), C1(=CC=CC=C1)OC(=O)Cl (phenylchloroformate). The solvent is C(Cl)Cl (methylene chloride). Conditions: temperature 23 celsius, time 1 hour. Yields the product C1(=CC=CC=C1)OC(NC=1SC(=CN1)C1CCC1)=O ((5-Cyclobutyl-thiazol-2-yl)-carbamic acid phenyl ester). Isolated yield 212.6%. RXN SMILES: [NH2:1][C:2]1[S:3][C:4]([CH:7]2[CH2:10][CH2:9][CH2:8]2)=[CH:5][N:6]=1.C(N(C(C)C)CC)(C)C.[C:20]1([O:26][C:27](Cl)=[O:28])[CH:25]=[CH:24][CH:23]=[CH:22][CH:21]=1>C(Cl)Cl>[C:20]1([O:26][C:27](=[O:28])[NH:1][C:2]2[S:3][C:4]([CH:7]3[CH2:10][CH2:9][CH2:8]3)=[CH:5][N:6]=2)[CH:25]=[CH:24][CH:23]=[CH:22][CH:21]=1. Reported procedure: A solution of 2-amino-5-cyclobutyl thiazole (Preparation 2; 2.5 g, 1 6 mmol) and diisopropylethylamine (2.82 mL, 16 mmol) in methylene chloride (200 mL) was cooled to −78° C. and phenylchloroformate (2 mL, 16 mmol) was added dropwise. The reaction mixture was slowly warmed to 23° C., was stirred for 1 hour at this temperature, than was washed with aqueous saturated sodium bicarbonate (2 times) and brine (1 time), was dried (MgSO4), was filtered, and was concentrated in vacuo. The resulting white... The reactants are COc1ccccc1COCCCOc1ccc(C2CCN(C(=O)OC(C)(C)C)CC2OCc2ccc3c(c2)N(CCOS(C)(=O)=O)CCC3)cc1, CO, [H-], [Na+]. The product is COCCN1CCCc2ccc(COC3CN(C(=O)OC(C)(C)C)CCC3c3ccc(OCCCOCc4ccccc4OC)cc3)cc21. As a reaction SMILES: [C:1]([CH3:2])([CH3:3])([CH3:4])[O:5][C:6](=[O:7])[N:8]1[CH2:9][CH:10]([O:34][CH2:35][c:36]2[cH:37][cH:38][c:39]3[c:44]([cH:45]2)[N:43]([CH2:46][CH2:47][O:48][S:49]([CH3:50])(=[O:51])=[O:52])[CH2:42][CH2:41][CH2:40]3)[CH:11]([c:14]2[cH:15][cH:16][c:17]([O:20][CH2:21][CH2:22][CH2:23][O:24][CH2:25][c:26]3[c:27]([O:32][CH3:33])[cH:28][cH:29][cH:30][cH:31]3)[cH:18][cH:19]2)[CH2:12][CH2:13]1.[CH3:55][OH:56].[H-:53].[Na+:54]>>[C:1]([CH3:2])([CH3:3])([CH3:4])[O:5][C:6](=[O:7])[N:8]1[CH2:9][CH:10]([O:34][CH2:35][c:36]2[cH:37][cH:38][c:39]3[c:44]([cH:45]2)[N:43]([CH2:46][CH2:47][O:48][CH3:55])[CH2:42][CH2:41][CH2:40]3)[CH:11]([c:14]2[cH:15][cH:16][c:17]([O:20][CH2:21][CH2:22][CH2:23][O:24][CH2:25][c:26]3[c:27]([O:32][CH3:33])[cH:28][cH:29][cH:30][cH:31]3)[cH:18][cH:19]2)[CH2:12][CH2:13]1. The reactants are OCc1coc(Cc2ccccc2)c1, CCOC(=O)C(F)=CC1C(C(=O)O)C1(C)C, CN(C)c1ccncc1, ClCCl. Product: CCOC(=O)C(F)=CC1C(C(=O)OCc2coc(Cc3ccccc3)c2)C1(C)C. Reaction SMILES: [CH2:1]([c:2]1[cH:3][cH:4][cH:5][cH:6][cH:7]1)[c:8]1[cH:9][c:10]([CH2:13][OH:14])[cH:11][o:12]1.[CH3:15][C:16]1([CH3:30])[CH:17]([C:27](=[O:28])[OH:29])[CH:18]1[CH:19]=[C:20]([C:21](=[O:22])[O:23][CH2:24][CH3:25])[F:26].[CH3:31][N:32]([CH3:33])[c:34]1[cH:35][cH:36][n:37][cH:38][cH:39]1.[Cl:40][CH2:41][Cl:42]>>[CH2:1]([c:2]1[cH:3][cH:4][cH:5][cH:6][cH:7]1)[c:8]1[cH:9][c:10]([CH2:13][O:14][C:27]([CH:17]2[C:16]([CH3:15])([CH3:30])[CH:18]2[CH:19]=[C:20]([C:21](=[O:22])[O:23][CH2:24][CH3:25])[F:26])=[O:28])[cH:11][o:12]1. The reactants are [OH-].[K+] (KOH), C1(=CC=CC=C1)S(=O)(=O)N1N=C(C2=CC=CC=C12)N1C(CNCC1)C(=O)OC1=CC=CC=C1 (1-benzenesulfonyl-3(3-phenoxycarbonyl-4piperazinyl)-1H-indazole), Cl (HCl). The solvent is C(C)O (ethanol). Yields the product N1(CCNCC1)C1=NNC2=CC=CC=C12 (3-piperazin-1-yl-1H-indazole). The yield is 94.9%. As a reaction SMILES: C1(S([N:10]2[C:18]3[C:13](=[CH:14][CH:15]=[CH:16][CH:17]=3)[C:12]([N:19]3[CH2:24][CH2:23][NH:22][CH2:21][CH:20]3C(OC3C=CC=CC=3)=O)=[N:11]2)(=O)=O)C=CC=CC=1.[OH-].[K+].Cl>C(O)C>[N:19]1([C:12]2[C:13]3[C:18](=[CH:17][CH:16]=[CH:15][CH:14]=3)[NH:10][N:11]=2)[CH2:24][CH2:23][NH:22][CH2:21][CH2:20]1 |f:1.2|. Reported procedure: To a suspension of 1-benzenesulfonyl-3(3-phenoxycarbonyl-4piperazinyl)-1H-indazole (31.3 g, 67.7 mmol) in ethanol (500 ml) was added 50% KOH (aq.) (100 g of KOH in 100 g H2O) at room temperature. The reaction mixture was warmed to reflux for 6.5 hours and cooled to room temperature. After adjusting the pH to about two using HCl (con., 120 ml), the volatiles were removed under reduced pressure. The remaining residue was diluted with water and removed via filtration. The aqueous filtrate was washe... The reactants are ClC1=CC=C(CN2CC(OCC2)CCl)C=C1 ((±)-4-(4-chlorobenzyl)-2-chloromethyimorphoiine), ClC1=CC(=C(C=C1)O)OC (4-chloro-2-methoxyphenol), [O-]CC.[K+] (potassium ethoxide), C1COCCOCCOCCOCCOCCO1 (18-crown-6), O (Water). Run in C1(=CC=CC=C1)C (toluene). Product: C(C(=O)O)(=O)O.ClC1=CC=C(CN2CC(OCC2)COC2=C(C=C(C=C2)Cl)OC)C=C1 ((±)-4-(4-Chlorobenzyl)-2-[(4-chloro-2-methoxyphenoxy)methyl]morpholine oxalic acid salt). Reaction SMILES: [Cl:1][C:2]1[CH:16]=[CH:15][C:5]([CH2:6][N:7]2[CH2:12][CH2:11][O:10][CH:9]([CH2:13]Cl)[CH2:8]2)=[CH:4][CH:3]=1.[Cl:17][C:18]1[CH:23]=[CH:22][C:21]([OH:24])=[C:20]([O:25][CH3:26])[CH:19]=1.[O-]CC.[K+].C1OCCOCCOCCOCCOCCOC1.[OH2:49]>C1(C)C=CC=CC=1>[C:20]([OH:25])(=[O:10])[C:21]([OH:24])=[O:49].[Cl:1][C:2]1[CH:16]=[CH:15][C:5]([CH2:6][N:7]2[CH2:12][CH2:11][O:10][CH:9]([CH2:13][O:24][C:21]3[CH:22]=[CH:23][C:18]([Cl:17])=[CH:19][C:20]=3[O:25][CH3:26])[CH2:8]2)=[CH:4][CH:3]=1 |f:2.3,7.8|. Reported procedure: A mixture of (±)-4-(4-chlorobenzyl)-2-chloromethyimorphoiine (10.0 g 38.5 mmol), 4-chloro-2-methoxyphenol (9.0 g, 58 mmol), potassium ethoxide (6.5 g, 77 mmol), and 18-crown-6 (10.2 g, 38.5) was refluxed in toluene (100 ml) for 34 h. Water (200 ml) was added and the phases were separated. Drying and evaporation of the toluene phase was followed by column chromatography on silica gel with 3% ethanol in dichloromethane as eluent. The free base was dissolved in ether and precipitated with oxalic ac... Yields the product CN(C)CCOc1ccc2c(Cl)nccc2c1. Starting materials: O=C([O-])[O-], CC#N, CN(C)CCCl, Oc1ccc2c(Cl)nccc2c1, [Cs+], [Cs+]. Reaction SMILES: [C:19](=[O:20])([O-:21])[O-:22].[CH3:25][C:26]#[N:27].[Cl:13][CH2:14][CH2:15][N:16]([CH3:17])[CH3:18].[Cl:1][c:2]1[n:3][cH:4][cH:5][c:6]2[cH:7][c:8]([OH:12])[cH:9][cH:10][c:11]12.[Cs+:23].[Cs+:24]>>[Cl:1][c:2]1[n:3][cH:4][cH:5][c:6]2[cH:7][c:8]([O:12][CH2:14][CH2:15][N:16]([CH3:17])[CH3:18])[cH:9][cH:10][c:11]12. The reactants are O=C(O)Cc1ccc2cc(Br)ccc2c1, C1CCOC1. The product is OCCc1ccc2cc(Br)ccc2c1. RXN SMILES: [Br:1][c:2]1[cH:3][c:4]2[cH:5][cH:6][c:7]([CH2:12][C:13](=[O:14])[OH:15])[cH:8][c:9]2[cH:10][cH:11]1.[CH2:16]1[O:17][CH2:18][CH2:19][CH2:20]1>>[Br:1][c:2]1[cH:3][c:4]2[cH:5][cH:6][c:7]([CH2:12][CH2:13][OH:14])[cH:8][c:9]2[cH:10][cH:11]1. Reactants: C1(=CC=CC=C1)NNC=1SCCN1 (2-(phenylhydrazino)-2-thiazoline), C1(=CC=CC=C1)CC(=O)Cl (phenyl acetyl chloride), N1=CC=CC=C1 (pyridine), C1=CC=CC=C1 (benzene). Solvent: O (water). The product is C1(=CC=CC=C1)CC(=O)NN(C1=CC=CC=C1)C=1SCCN1 (2-(2-phenylacetyl-1-phenylhydrazino)-2-thiazoline). RXN SMILES: C1([NH:7][NH:8][C:9]2[S:10][CH2:11][CH2:12][N:13]=2)C=CC=CC=1.N1C=CC=CC=1.[CH:20]1[CH:25]=[CH:24][CH:23]=[CH:22][CH:21]=1.[C:26]1([CH2:32][C:33](Cl)=[O:34])[CH:31]=[CH:30][CH:29]=[CH:28][CH:27]=1>O>[C:26]1([CH2:32][C:33]([NH:7][N:8]([C:9]2[S:10][CH2:11][CH2:12][N:13]=2)[C:20]2[CH:25]=[CH:24][CH:23]=[CH:22][CH:21]=2)=[O:34])[CH:31]=[CH:30][CH:29]=[CH:28][CH:27]=1. Procedure: To a solution of 2.0 g. of 2-(phenylhydrazino)-2-thiazoline in 10 ml. of dry pyridine and 20 ml. of dry benzene is added dropwise 2 ml. of phenyl acetyl chloride. The resulting mixture is heated at 60°-70° C. for 30 minutes and poured into 200 ml. of water. The benzene layer is separated and the aqueous solution washed once with 20 ml. of benzene. The combined benzene solutions are washed with water and 5% sodium carbonate solution and dried with anhydrous magnesium sulfate. The benzene is evapo...